From a dataset of the Open Reaction Database (ORD), a public repository of structured organic reaction records. describe an organic reaction: reactants, conditions, products, and yield Product: c1ccc(Cn2ncc3cc(Nc4ncnc5cnc(N6CCCC6)cc45)ccc32)cc1. RXN SMILES: [CH2:1]1[CH2:2][CH2:3][NH:4][CH2:5]1.[CH2:6]([c:7]1[cH:8][cH:9][cH:10][cH:11][cH:12]1)[n:13]1[n:14][cH:15][c:16]2[cH:17][c:18]([NH:22][c:23]3[c:24]4[c:25]([n:26][cH:27][n:28]3)[cH:29][n:30][c:31]([Cl:33])[cH:32]4)[cH:19][cH:20][c:21]12>>[CH2:1]1[CH2:2][CH2:3][N:4]([c:31]2[n:30][cH:29][c:25]3[c:24]([c:23]([NH:22][c:18]4[cH:17][c:16]5[cH:15][n:14][n:13]([CH2:6][c:7]6[cH:8][cH:9][cH:10][cH:11][cH:12]6)[c:21]5[cH:20][cH:19]4)[n:28][cH:27][n:26]3)[cH:32]2)[CH2:5]1. The reactants are C1CCNC1, Clc1cc2c(Nc3ccc4c(cnn4Cc4ccccc4)c3)ncnc2cn1. Reactants: C(C)(C)N(CC)C(C)C (diisopropylethylamine), C1(=CC=CC=C1)P(=O)(C1=CC=CC=C1)Cl (diphenylphosphoryl chloride), ice, C(C)(C)N(CC)C(C)C (diisopropylethylamine), Cl.ON=C1CN(CC1)C(CS)=N (2-(3-hydroxyiminopyrrolidin-1-yl)-2-iminoethylmercaptan hydrochloride), O[C@H](C)[C@@H]1[C@@H]2N(C(C(C2)=O)C(=O)OCC2=CC=C(C=C2)[N+](=O)[O-])C1=O (p-nitrobenzyl (5R,6S)-6-[(1R)-1-hydroxyethyl]-2-oxo-1-carbapenam-3-carboxylate). The reagents and catalysts are [C].[Pd] (palladium-carbon). Solvent: CCOCC (ether), CS(=O)C (dimethylsulfoxide), C(C)#N (acetonitrile), O1CCCC1 (tetrahydrofuran), O (water), P(=O)([O-])([O-])[O-] (phosphate). Conditions: time 1 hour. Yields the product ON=C1CN(CC1)C(CSC=1C[C@H]2N(C1C(=O)O)C([C@@H]2[C@@H](C)O)=O)=N ((5R,6S)-2-[2-(3-Hydroxyiminopyrrolidin-1-yl)-2-iminoethylthio]-6-[(1R)-1-hydroxyethyl]-1-carbapen-2-em-3-carboxylic acid). Isolated yield 3.9%. Reaction SMILES: C(N(C(C)C)CC)(C)C.C1(P(Cl)(C2C=CC=CC=2)=O)C=CC=CC=1.[OH:25][C@@H:26]([C@H:28]1[C:48](=[O:49])[N:30]2[CH:31]([C:35]([O:37]CC3C=CC([N+]([O-])=O)=CC=3)=[O:36])[C:32](=O)[CH2:33][C@H:29]12)[CH3:27].Cl.[OH:51][N:52]=[C:53]1[CH2:57][CH2:56][N:55]([C:58](=[NH:61])[CH2:59][SH:60])[CH2:54]1>C(#N)C.CS(C)=O.O1CCCC1.O.P([O-])([O-])([O-])=O.[C].[Pd].CCOCC>[OH:51][N:52]=[C:53]1[CH2:57][CH2:56][N:55]([C:58](=[NH:61])[CH2:59][S:60][C:32]2[CH2:33][C@@H:29]3[C@@H:28]([C@H:26]([OH:25])[CH3:27])[C:48](=[O:49])[N:30]3[C:31]=2[C:35]([OH:37])=[O:36])[CH2:54]1 |f:3.4,10.11|. Procedure details: 0.21 ml of diisopropylethylamine and 0.22 ml of diphenylphosphoryl chloride were added dropwise to an ice-cooled solution of 363 mg of p-nitrobenzyl (5R,6S)-6-[(1R)-1-hydroxyethyl]-2-oxo-1-carbapenam-3-carboxylate in 5 ml of anhydrous acetonitrile, and the solution was stirred for one hour with ice-cooling. A solution of 0.18 ml of diisopropylethylamine and 282 mg of 2-(3-hydroxyiminopyrrolidin-1-yl)-2-iminoethylmercaptan hydrochloride in 3 ml of dimethylsulfoxide was added, and the mixture was ... Reactants: CN1C(=CC2=CC=CC=C12)B(O)O (1-methylindol-2-boronic acid), BrC=1C=C(C=NC1)OC[C@H]1N(CCC1)C (5-bromo-3-(1-methyl-2-(S)-pyrrolidinylmethoxy)-pyridine), Pd(0), C(=O)([O-])[O-].[Na+].[Na+] (Na2CO3), solution. Solvent: C1(=CC=CC=C1)C (toluene). Yields the product CN1C(=CC2=CC=CC=C12)C=1C=C(C=NC1)OC[C@H]1N(CCC1)C (5-(1-methyl-2-indolyl)-3-(1-methyl-2-(S)-pyrrolidinylmethoxy)pyridine). As a reaction SMILES: [CH3:1][N:2]1[C:10]2[C:5](=[CH:6][CH:7]=[CH:8][CH:9]=2)[CH:4]=[C:3]1B(O)O.Br[C:15]1[CH:16]=[C:17]([O:21][CH2:22][C@@H:23]2[CH2:27][CH2:26][CH2:25][N:24]2[CH3:28])[CH:18]=[N:19][CH:20]=1.C([O-])([O-])=O.[Na+].[Na+]>C1(C)C=CC=CC=1>[CH3:1][N:2]1[C:10]2[C:5](=[CH:6][CH:7]=[CH:8][CH:9]=2)[CH:4]=[C:3]1[C:15]1[CH:16]=[C:17]([O:21][CH2:22][C@@H:23]2[CH2:27][CH2:26][CH2:25][N:24]2[CH3:28])[CH:18]=[N:19][CH:20]=1 |f:2.3.4|. Procedure details: To a solution of the compound from step 36a and 5-bromo-3-(1-methyl-2-(S)-pyrrolidinylmethoxy)-pyridine (270 mg, 1.0 mmol) in toluene (5.0 mL) was added Pd(0) (25 mg) and Na2CO3 (1 mL of a 2 M solution), and the mixture was heated at reflux for 60 hours. The solvent was removed under vacuum, and the residue was purified by chromatography on silica gel to afford 105 mg of the title compound. MS (CI/NH3) m/z 322 (M+H)+. 1H NMR (CDCl3, 300 MHz) δ1.80 (m, 3H), 2.05 (m, 1H), 2.32 (m, 1H), 2.50 (s, 3H... Reactants: FC1=CC2=C(C(=NO2)C2CCNCC2)C=C1 (6-fluoro-3-(4-piperidinyl)-1,2-benzisoxazole), C(=O)([O-])[O-].[K+].[K+] (K2CO3), ClCCCOC1=C(C=CC=C1NC)C(C)=O (1-[(3-chloropropoxy)-3-(methylamino)phenyl]ethanone), C(C)#N (acetonitrile). Solvent: CO.C(Cl)Cl (methanol methylene chloride), O (water). The product is FC1=CC2=C(C(=NO2)C2CCN(CC2)CCCOC2=C(C=C(C=C2)C(C)=O)NC)C=C1 (1-[4-[3-[4-(6-fluoro-1,2-benzisoxazol-3-yl)-1-piperidinyl]-propoxy]-3-(methylamino)phenyl]ethanone). As a reaction SMILES: [F:1][C:2]1[CH:16]=[CH:15][C:5]2[C:6]([CH:9]3[CH2:14][CH2:13][NH:12][CH2:11][CH2:10]3)=[N:7][O:8][C:4]=2[CH:3]=1.[C:17]([O-:20])([O-])=O.[K+].[K+].Cl[CH2:24][CH2:25][CH2:26][O:27][C:28]1[C:33]([NH:34][CH3:35])=[CH:32][CH:31]=[CH:30][C:29]=1C(=O)C.[C:39](#N)C>CO.C(Cl)Cl.O>[F:1][C:2]1[CH:16]=[CH:15][C:5]2[C:6]([CH:9]3[CH2:10][CH2:11][N:12]([CH2:24][CH2:25][CH2:26][O:27][C:28]4[CH:29]=[CH:30][C:31]([C:17](=[O:20])[CH3:39])=[CH:32][C:33]=4[NH:34][CH3:35])[CH2:13][CH2:14]3)=[N:7][O:8][C:4]=2[CH:3]=1 |f:1.2.3,6.7|. Procedure: A mixture of 6-fluoro-3-(4-piperidinyl)-1,2-benzisoxazole (2.3 g, 10.3 mmol), K2CO3 (1.4 g, 10.3 mmol), 1-[(3-chloropropoxy)-3-(methylamino)phenyl]ethanone (2.5 g, 10.3 mmol), KI (0.10 g), and acetonitrile (100 ml) was stirred at reflux under nitrogen for 23 hours. The reaction was cooled to ambient temperature, poured into water, and the aqueous mixture was extracted with ethyl acetate. The ethyl acetate extract was washed twice with water, dried with MgSO4 and was concentrated to yield 4.8 g o... Reactants: ClC1=CC(=NC=N1)NC1=CC=C2C=CC=NC2=C1 ((6-chloro-pyrimidin-4-yl)-quinolin-7-yl-amine), FC(C1CCNCC1)(F)F (4-trifluoromethyl-piperidine), C(=O)([O-])[O-].[K+].[K+] (K2CO3). Reported procedure: This compound could be prepared from (6-chloro-pyrimidin-4-yl)-quinolin-7-yl-amine and 4-trifluoromethyl-piperidine in the presence of K2CO3 and DMF. Solvent: CN(C)C=O (DMF). RXN SMILES: Cl[C:2]1[N:7]=[CH:6][N:5]=[C:4]([NH:8][C:9]2[CH:18]=[C:17]3[C:12]([CH:13]=[CH:14][CH:15]=[N:16]3)=[CH:11][CH:10]=2)[CH:3]=1.[F:19][C:20]([F:28])([F:27])[CH:21]1[CH2:26][CH2:25][NH:24][CH2:23][CH2:22]1.C([O-])([O-])=O.[K+].[K+]>CN(C=O)C>[N:16]1[C:17]2[C:12](=[CH:11][CH:10]=[C:9]([NH:8][C:4]3[CH:3]=[C:2]([N:24]4[CH2:25][CH2:26][CH:21]([C:20]([F:28])([F:27])[F:19])[CH2:22][CH2:23]4)[N:7]=[CH:6][N:5]=3)[CH:18]=2)[CH:13]=[CH:14][CH:15]=1 |f:2.3.4|. Yields the product N1=CC=CC2=CC=C(C=C12)NC1=NC=NC(=C1)N1CCC(CC1)C(F)(F)F (Quinolin-7-yl-[6-(4-trifluoromethyl-piperidin-1-yl)-pyrimidin-4-yl]-amine). Reported procedure: A reaction was conducted in a manner similar to Referential Example 13 by using 1-(4-chlorophenyl)-2-imidazolidinone (Compound No. 2) in place of 1-(4-ethylphenyl)-2-imidazolidinone (Compound No. 1) and 4-(3-chloropropoxy)benzaldehyde in lieu of 4-(2-chloroethoxy)benzaldehyde, whereby the title compound was obtained in a yield of 34%. The yield is 34.0%. As a reaction SMILES: [Cl:1][C:2]1[CH:7]=[CH:6][C:5]([N:8]2[CH2:12][CH2:11][NH:10][C:9]2=[O:13])=[CH:4][CH:3]=1.Cl[CH2:15][CH2:16][CH2:17][O:18][C:19]1[CH:26]=[CH:25][C:22]([CH:23]=[O:24])=[CH:21][CH:20]=1.ClCCOC1C=CC(C=O)=CC=1>>[Cl:1][C:2]1[CH:3]=[CH:4][C:5]([N:8]2[CH2:12][CH2:11][N:10]([CH2:15][CH2:16][CH2:17][O:18][C:19]3[CH:26]=[CH:25][C:22]([CH:23]=[O:24])=[CH:21][CH:20]=3)[C:9]2=[O:13])=[CH:6][CH:7]=1. Product: ClC1=CC=C(C=C1)N1C(N(CC1)CCCOC1=CC=C(C=O)C=C1)=O (4-{3-[1-(4-chlorophenyl)-2-imidazoli dinon-3-yl]propoxy}benzaldehyde). Reactants: ClC1=CC=C(C=C1)N1C(NCC1)=O (1-(4-chlorophenyl)-2-imidazolidinone), ClCCCOC1=CC=C(C=O)C=C1 (4-(3-chloropropoxy)benzaldehyde), ClCCOC1=CC=C(C=O)C=C1 (4-(2-chloroethoxy)benzaldehyde).